The task is: describe an organic reaction: reactants, conditions, products, and yield. This data is from the Open Reaction Database (ORD), a public repository of structured organic reaction records. The reactants are CC(C(=O)O)c1ccc(CBr)cc1, NCc1ccc2c(c1)OCO2. The reagents and catalysts are [B-](F)(F)(F)F.CN(C)C(=[N+](C)C)ON1C(=O)C2C3CC(C2C1=O)C=C3 (TNTU), CCN(C(C)C)C(C)C (DIPEA). Run in CN(C)C=O (DMF), CN(C)C=O (DMF), CN(C)C=O (DMF), CN(C)C=O (DMF), CN(C)C=O (DMF), CN(C)C=O (DMF). Reaction conditions: temperature 25 celsius, time 2 hour. Product: CC(C(=O)NCc1ccc2c(c1)OCO2)c1ccc(CBr)cc1. Yield: 32.6%. Reaction SMILES: NCc1ccc2c(c1)OCO2.CC(C(=O)O)c1ccc(CBr)cc1.[B-](F)(F)(F)F.CN(C)C(=[N+](C)C)ON1C(=O)C2C3CC(C2C1=O)C=C3.CCN(C(C)C)C(C)C.CN(C)C=O>>CC(C(=O)NCc1ccc2c(c1)OCO2)c1ccc(CBr)cc1.